Task: describe an organic reaction: reactants, conditions, products, and yield. Dataset: the Open Reaction Database (ORD), a public repository of structured organic reaction records Starting materials: COC1=CC=C(C=O)C=C1 (p-methoxybenzaldehyde). Solvent: O (water). Product: COC1=CC=C(C=C1)C (p-methoxytoluene). RXN SMILES: [CH3:1][O:2][C:3]1[CH:10]=[CH:9][C:6]([CH:7]=O)=[CH:5][CH:4]=1>O>[CH3:1][O:2][C:3]1[CH:10]=[CH:9][C:6]([CH3:7])=[CH:5][CH:4]=1. Reported procedure: The cooled reaction gas forwarded through the pipe 4 is introduced into the step (III) of condensation and collection which comprises condensers 5, 6, wherein the p-methoxybenzaldehyde, the unaltered p-methoxytoluene, formed water, and small amounts of by-products contained in the reaction gas are condensed and collected. The condensers 5, 6 are formed of ordinary multi-tube condensers or packed column type condensers. The condenser 5 is cooled with water and the condenser 6 is cooled with a coo... The reactants are CCOC(=O)c1ccc(-c2ccc(F)cc2)cc1-c1ccc(OC)c(OC)c1, CCO, Cl, [Na+], [OH-]. Yields the product COc1ccc(-c2cc(-c3ccc(F)cc3)ccc2C(=O)O)cc1OC. As a reaction SMILES: [CH3:1][O:2][c:3]1[cH:4][c:5](-[c:11]2[c:12]([C:13](=[O:14])[O:15][CH2:16][CH3:17])[cH:18][cH:19][c:20](-[c:22]3[cH:23][cH:24][c:25]([F:28])[cH:26][cH:27]3)[cH:21]2)[cH:6][cH:7][c:8]1[O:9][CH3:10].[CH3:32][CH2:33][OH:34].[ClH:31].[Na+:30].[OH-:29]>>[CH3:1][O:2][c:3]1[cH:4][c:5](-[c:11]2[c:12]([C:13](=[O:14])[OH:15])[cH:18][cH:19][c:20](-[c:22]3[cH:23][cH:24][c:25]([F:28])[cH:26][cH:27]3)[cH:21]2)[cH:6][cH:7][c:8]1[O:9][CH3:10]. Reactants: CC(C)=O, CN(C)CC1Cc2cc(OC(F)(F)F)ccc2C1(O)c1cccnc1, Cl, Cl. Product: CN(C)CC1=C(c2cccnc2)c2ccc(OC(F)(F)F)cc2C1, Cl. RXN SMILES: [CH3:28][C:29](=[O:30])[CH3:31].[CH3:3][N:4]([CH3:5])[CH2:6][CH:7]1[C:8]([OH:21])([c:22]2[cH:23][n:24][cH:25][cH:26][cH:27]2)[c:9]2[cH:10][cH:11][c:12]([O:16][C:17]([F:18])([F:19])[F:20])[cH:13][c:14]2[CH2:15]1.[ClH:1].[ClH:2]>>[CH3:3][N:4]([CH3:5])[CH2:6][C:7]1=[C:8]([c:22]2[cH:23][n:24][cH:25][cH:26][cH:27]2)[c:9]2[cH:10][cH:11][c:12]([O:16][C:17]([F:18])([F:19])[F:20])[cH:13][c:14]2[CH2:15]1.[ClH:1]. Starting materials: OC1=CC=C(C=C1)SCC1=CC(=C(C(=C1)OC)OC)OC (3,4,5-Trimethoxybenzyl 4-hydroxyphenyl thioether), C(C)(=O)O (acetic acid). Reagents/catalysts: [O-2].[O-2].[O-2].[Cr+6] (chromium trioxide). The solvent is O (water), O (water). Run at temperature 80 celsius, time 30 minute. Product: OC1=CC=C(C=C1)S(=O)CC1=CC(=C(C(=C1)OC)OC)OC (3,4,5-trimethoxybenzyl 4-hydroxyphenyl sulfoxide). Yield: 66.0%. RXN SMILES: [OH:1][C:2]1[CH:7]=[CH:6][C:5]([S:8][CH2:9][C:10]2[CH:15]=[C:14]([O:16][CH3:17])[C:13]([O:18][CH3:19])=[C:12]([O:20][CH3:21])[CH:11]=2)=[CH:4][CH:3]=1.C(O)(=[O:24])C>O.[O-2].[O-2].[O-2].[Cr+6]>[OH:1][C:2]1[CH:3]=[CH:4][C:5]([S:8]([CH2:9][C:10]2[CH:15]=[C:14]([O:16][CH3:17])[C:13]([O:18][CH3:19])=[C:12]([O:20][CH3:21])[CH:11]=2)=[O:24])=[CH:6][CH:7]=1 |f:3.4.5.6|. Reported procedure: 3,4,5-Trimethoxybenzyl 4-hydroxyphenyl thioether (500 mg, 1.63 mmol), prepared as described in Example 1, was dissolved in 10 mlof acetic acid, and heated to 80° C. A solution of chromium trioxide in 30 ml of distilled water was added dropwise to the above solution. The mixture was stirred for 30 min, cooled to room temperature, diluted with 20 ml of water, and then extracted with 30 ml of ethyl acetate. The organic layer was dried over magnesium sulfate, concentrated and purified on silica gel ... The reactants are O=C([O-])O, COc1ccc2c(C(=O)O)n[nH]c(=O)c2c1, CI, CN(C)C=O, [Na+], O. Yields the product COC(=O)c1n[nH]c(=O)c2cc(OC)ccc12. RXN SMILES: [C:17](=[O:18])([O-:19])[OH:20].[CH3:1][O:2][c:3]1[cH:4][cH:5][c:6]2[c:7]([C:14](=[O:15])[OH:16])[n:8][nH:9][c:10](=[O:13])[c:11]2[cH:12]1.[CH3:22][I:23].[CH3:25][N:26]([CH3:27])[CH:28]=[O:29].[Na+:21].[OH2:24]>>[CH3:1][O:2][c:3]1[cH:4][cH:5][c:6]2[c:7]([C:14](=[O:15])[O:16][CH3:17])[n:8][nH:9][c:10](=[O:13])[c:11]2[cH:12]1. Reactants: C, CO, CC(C)=Cc1c(C)cccc1C(=O)NC1(C(=O)O)Cc2ccc(F)c(F)c2C1, [Pd]. The product is Cc1cccc(C(=O)NC2(C(=O)O)Cc3ccc(F)c(F)c3C2)c1CC(C)C. RXN SMILES: [C:31].[CH3:29][OH:30].[F:1][c:2]1[c:3]2[c:7]([cH:8][cH:9][c:10]1[F:11])[CH2:6][C:5]([C:12](=[O:13])[OH:14])([NH:15][C:16]([c:17]1[c:18]([CH:24]=[C:25]([CH3:26])[CH3:27])[c:19]([CH3:23])[cH:20][cH:21][cH:22]1)=[O:28])[CH2:4]2.[Pd:32]>>[F:1][c:2]1[c:3]2[c:7]([cH:8][cH:9][c:10]1[F:11])[CH2:6][C:5]([C:12](=[O:13])[OH:14])([NH:15][C:16]([c:17]1[c:18]([CH2:24][CH:25]([CH3:26])[CH3:27])[c:19]([CH3:23])[cH:20][cH:21][cH:22]1)=[O:28])[CH2:4]2. Starting materials: CC(C)Br, O=C([O-])[O-], CN(C)C=O, Cc1nc(N2CCN(c3ccc(F)cc3)CC2)c([N+](=O)[O-])c(=O)[nH]1, [I-], [K+], [K+], [K+]. Product: Cc1nc(OC(C)C)c([N+](=O)[O-])c(N2CCN(c3ccc(F)cc3)CC2)n1. As a reaction SMILES: [Br:25][CH:26]([CH3:27])[CH3:28].[C:31](=[O:32])([O-:33])[O-:34].[CH3:37][N:38]([CH3:39])[CH:40]=[O:41].[F:1][c:2]1[cH:3][cH:4][c:5]([N:8]2[CH2:9][CH2:10][N:11]([c:14]3[c:15]([N+:22](=[O:23])[O-:24])[c:16](=[O:21])[nH:17][c:18]([CH3:20])[n:19]3)[CH2:12][CH2:13]2)[cH:6][cH:7]1.[I-:30].[K+:29].[K+:35].[K+:36]>>[F:1][c:2]1[cH:3][cH:4][c:5]([N:8]2[CH2:9][CH2:10][N:11]([c:14]3[c:15]([N+:22](=[O:23])[O-:24])[c:16]([O:21][CH:26]([CH3:27])[CH3:28])[n:17][c:18]([CH3:20])[n:19]3)[CH2:12][CH2:13]2)[cH:6][cH:7]1.